This data is from the Open Reaction Database (ORD), a public repository of structured organic reaction records. The task is: describe an organic reaction: reactants, conditions, products, and yield Reactants: [Al+3], COC(=O)Nc1ccc2c(c1)nc(C(C)(C)C)n2CC1CCOCC1, C1CCOC1, [H-], [H-], [H-], [H-], [Li+]. Product: CNc1ccc2c(c1)nc(C(C)(C)C)n2CC1CCOCC1. RXN SMILES: [Al+3:27].[C:1]([CH3:2])([CH3:3])([CH3:4])[c:5]1[n:6][c:7]2[c:8]([n:9]1[CH2:10][CH:11]1[CH2:12][CH2:13][O:14][CH2:15][CH2:16]1)[cH:17][cH:18][c:19]([NH:21][C:22](=[O:23])[O:24][CH3:25])[cH:20]2.[CH2:32]1[O:33][CH2:34][CH2:35][CH2:36]1.[H-:26].[H-:29].[H-:30].[H-:31].[Li+:28]>>[C:1]([CH3:2])([CH3:3])([CH3:4])[c:5]1[n:6][c:7]2[c:8]([n:9]1[CH2:10][CH:11]1[CH2:12][CH2:13][O:14][CH2:15][CH2:16]1)[cH:17][cH:18][c:19]([NH:21][CH3:22])[cH:20]2. Run in O=P(Cl)(Cl)Cl (POCl3). Run at time 1 hour. RXN SMILES: [Br:1][C:2]1[N:7]=[C:6]([CH:8]([C:12]2[CH:17]=[CH:16][C:15]([F:18])=[CH:14][CH:13]=2)[NH:9][CH:10]=O)[CH:5]=[CH:4][CH:3]=1>O=P(Cl)(Cl)Cl>[Br:1][C:2]1[N:7]2[CH:10]=[N:9][C:8]([C:12]3[CH:17]=[CH:16][C:15]([F:18])=[CH:14][CH:13]=3)=[C:6]2[CH:5]=[CH:4][CH:3]=1. The reactants are BrC1=CC=CC(=N1)C(NC=O)C1=CC=C(C=C1)F (N-[(6-bromopyridin-2-yl)-(4-fluorophenyl)-methyl]-formamide). Yields the product BrC1=CC=CC=2N1C=NC2C2=CC=C(C=C2)F (5-bromo-1-(4-fluorophenyl)-imidazo[1,5-a]pyridine). Procedure details: A stirred mixture of N-[(6-bromopyridin-2-yl)-(4-fluorophenyl)-methyl]-formamide (6.4 g, 21 mmol) in POCl3 (41 mL) is warmed at reflux. After 1 hour, the reaction mixture is cautiously quenched by a slow addition to saturated aqueous NaHCO3 and the mixture is extracted into EtOAc (3×200 mL). The combined organic layers are dried over Na2SO4 and concentrated. The crude material is purified by silica gel chromatography eluting with 30% EtOAc in hexanes to afford 5-bromo-1-(4-fluorophenyl)-imidazo[... Product: O=CNCCCOc1cccc(CN2CCCCC2)c1. RXN SMILES: [CH:19](=[O:20])[O-:21].[CH:23]([OH:24])=[O:25].[N:1]1([CH2:7][c:8]2[cH:9][c:10]([O:11][CH2:12][CH2:13][CH2:14][NH2:15])[cH:16][cH:17][cH:18]2)[CH2:2][CH2:3][CH2:4][CH2:5][CH2:6]1.[Na+:22]>>[N:1]1([CH2:7][c:8]2[cH:9][c:10]([O:11][CH2:12][CH2:13][CH2:14][NH:15][CH:19]=[O:20])[cH:16][cH:17][cH:18]2)[CH2:2][CH2:3][CH2:4][CH2:5][CH2:6]1. Starting materials: O=C[O-], O=CO, NCCCOc1cccc(CN2CCCCC2)c1, [Na+]. Reaction SMILES: Cl[C:2]1[N:7]=[CH:6][CH:5]=[CH:4][N:3]=1.[CH3:8][CH:9]1[O:14][CH:13]([CH3:15])[CH2:12][NH:11][CH2:10]1.C(N(C(C)C)CC)(C)C>C(O)C>[N:3]1[CH:4]=[CH:5][CH:6]=[N:7][C:2]=1[N:11]1[CH2:10][CH:9]([CH3:8])[O:14][CH:13]([CH3:15])[CH2:12]1. The product is N1=C(N=CC=C1)N1CC(OC(C1)C)C (N-(pyrimidin-2-yl)-2,6-dimethylmorpholine). The solvent is C(C)O (ethanol). Procedure: In a 100 mL recovery flask, 2-chloropyrimidine (1 g, 8.73 mmol), 2,6-dimethyl morpholine (cis:trans mixture, 1.106 g, 9.60 mmol), N,N-diisopropyl-N-ethylamine (1.241 g, 9.60 mmol), and ethanol (17.46 mL) were added and refluxed for seven hours. Upon completion of the reaction, the solvent was distilled off, and saturated sodium bicarbonate was added thereto. The resulting mixture was extracted with ethyl acetate twice, and the organic phase was washed with saturated brine and dried over magnesiu... Yield: 76.5%. The reactants are ClC1=NC=CC=N1 (2-chloropyrimidine), CC1CNCC(O1)C (2,6-dimethyl morpholine), C(C)(C)N(CC)C(C)C (N,N-diisopropyl-N-ethylamine).